Dataset: the Open Reaction Database (ORD), a public repository of structured organic reaction records. Task: describe an organic reaction: reactants, conditions, products, and yield The reactants are Cn1nc(N)nc1NCCCOC1=CCC=C(CN2CCCC2)C1, c1ccccc1, O=Cc1ccncc1. Yields the product Cn1nc(N=Cc2ccncc2)nc1NCCCOC1=CCC=C(CN2CCCC2)C1. As a reaction SMILES: [CH3:1][n:2]1[n:3][c:4]([NH2:24])[n:5][c:6]1[NH:7][CH2:8][CH2:9][CH2:10][O:11][C:12]1=[CH:13][CH2:14][CH:15]=[C:16]([CH2:18][N:19]2[CH2:20][CH2:21][CH2:22][CH2:23]2)[CH2:17]1.[cH:33]1[cH:34][cH:35][cH:36][cH:37][cH:38]1.[n:25]1[cH:26][cH:27][c:28]([CH:31]=[O:32])[cH:29][cH:30]1>>[CH3:1][n:2]1[n:3][c:4]([N:24]=[CH:31][c:28]2[cH:27][cH:26][n:25][cH:30][cH:29]2)[n:5][c:6]1[NH:7][CH2:8][CH2:9][CH2:10][O:11][C:12]1=[CH:13][CH2:14][CH:15]=[C:16]([CH2:18][N:19]2[CH2:20][CH2:21][CH2:22][CH2:23]2)[CH2:17]1. Reactants: CN(C)C=O (DMF), BrC1=CN(C2=CC(=CC=C12)C1=CC(=CC=C1)[N+](=O)[O-])C1=CC(=NC=N1)NC (6-(3-bromo-6-(3-nitrophenyl)-1H-indol-1-yl)-N-methylpyrimidin-4-amine), [O-]P(=O)([O-])[O-].[K+].[K+].[K+] (K3PO4), COC1=CC=C(C=C1)B(O)O (4-methoxyphenylboronic acid). The reagents and catalysts are C=1C=CC(=CC1)[P](C=2C=CC=CC2)(C=3C=CC=CC3)[Pd]([P](C=4C=CC=CC4)(C=5C=CC=CC5)C=6C=CC=CC6)([P](C=7C=CC=CC7)(C=8C=CC=CC8)C=9C=CC=CC9)[P](C=1C=CC=CC1)(C=1C=CC=CC1)C=1C=CC=CC1 (Pd(PPh3)4). Run in O (water), C(C)(=O)OCC (ethyl acetate). Reaction conditions: temperature 120 celsius, time 2 hour. Product: COC1=CC=C(C=C1)C1=CN(C2=CC(=CC=C12)C1=CC(=CC=C1)[N+](=O)[O-])C1=CC(=NC=N1)NC (6-(3-(4-methoxyphenyl)-6-(3-nitrophenyl)-1H-indol-1-yl)-N-methylpyrimidin-4-amine). As a reaction SMILES: CN(C=O)C.Br[C:7]1[C:15]2[C:10](=[CH:11][C:12]([C:16]3[CH:21]=[CH:20][CH:19]=[C:18]([N+:22]([O-:24])=[O:23])[CH:17]=3)=[CH:13][CH:14]=2)[N:9]([C:25]2[N:30]=[CH:29][N:28]=[C:27]([NH:31][CH3:32])[CH:26]=2)[CH:8]=1.[O-]P([O-])([O-])=O.[K+].[K+].[K+].[CH3:41][O:42][C:43]1[CH:48]=[CH:47][C:46](B(O)O)=[CH:45][CH:44]=1>C1C=CC([P]([Pd]([P](C2C=CC=CC=2)(C2C=CC=CC=2)C2C=CC=CC=2)([P](C2C=CC=CC=2)(C2C=CC=CC=2)C2C=CC=CC=2)[P](C2C=CC=CC=2)(C2C=CC=CC=2)C2C=CC=CC=2)(C2C=CC=CC=2)C2C=CC=CC=2)=CC=1.O.C(OCC)(=O)C>[CH3:41][O:42][C:43]1[CH:48]=[CH:47][C:46]([C:7]2[C:15]3[C:10](=[CH:11][C:12]([C:16]4[CH:21]=[CH:20][CH:19]=[C:18]([N+:22]([O-:24])=[O:23])[CH:17]=4)=[CH:13][CH:14]=3)[N:9]([C:25]3[N:30]=[CH:29][N:28]=[C:27]([NH:31][CH3:32])[CH:26]=3)[CH:8]=2)=[CH:45][CH:44]=1 |f:2.3.4.5,^1:55,57,76,95|. Procedure details: DMF (5 mL) was added to a mixture of 6-(3-bromo-6-(3-nitrophenyl)-1H-indol-1-yl)-N-methylpyrimidin-4-amine (300 mg, 0.710 mmol), K3PO4 (452 mg, 2.13 mmol) and 4-methoxyphenylboronic acid (215 mg, 1.41 mmol) and then the dissolved gas was removed. After adding Pd(PPh3)4 (123 mg, 0.11 mmol), the mixture was stirred at 120° C. for 2 hours. After adding ethyl acetate and water and then filtering using a diatomite pad, the organic layer was separated and the aqueous layer was extracted with ethyl ace... The reactants are Br, O=C1CC(COCc2ccccc2)OC(=O)C1C(=O)c1ccc(Cl)cc1[N+](=O)[O-], CC(=O)O, O. Yields the product CC(=O)OCC1CC(=O)C(C(=O)c2ccc(Cl)cc2[N+](=O)[O-])C(=O)O1. As a reaction SMILES: [BrH:5].[CH2:6]([O:7][CH2:14][CH:15]1[CH2:16][C:17](=[O:34])[CH:18]([C:22]([c:23]2[c:24]([N+:30](=[O:31])[O-:32])[cH:25][c:26]([Cl:29])[cH:27][cH:28]2)=[O:33])[C:19](=[O:21])[O:20]1)[c:8]1[cH:9][cH:10][cH:11][cH:12][cH:13]1.[CH3:1][C:2]([OH:3])=[O:4].[OH2:35]>>[CH3:1][C:2]([O:3][CH2:14][CH:15]1[CH2:16][C:17](=[O:34])[CH:18]([C:22]([c:23]2[c:24]([N+:30](=[O:31])[O-:32])[cH:25][c:26]([Cl:29])[cH:27][cH:28]2)=[O:33])[C:19](=[O:21])[O:20]1)=[O:4]. The product is C(=O)(O)CNCCCCCC(=O)O (6-[(carboxymethyl)amino]hexanoic acid). Reactants: BrCCCCCC(=O)OC (methyl 6-bromohexanoate), CNCC(=O)O (methyl glycine), [H-].[Na+] (sodium hydride). Procedure: In this reaction scheme, methyl 6-bromohexanoate is alkylated with methyl glycine in the presence of sodium hydride to afford the 6-[(carboxymethyl)amino]hexanoic acid. Treatment of 6-[(carboxymethyl)amino]hexanoic acid with sodium hydroxide affords the corresponding 6-[(carboxymethyl)amino]hexanoic acid disodium salt. Reaction SMILES: Br[CH2:2][CH2:3][CH2:4][CH2:5][CH2:6][C:7]([O:9]C)=[O:8].C[NH:12][CH2:13][C:14]([OH:16])=[O:15].[H-].[Na+]>>[C:14]([CH2:13][NH:12][CH2:2][CH2:3][CH2:4][CH2:5][CH2:6][C:7]([OH:9])=[O:8])([OH:16])=[O:15] |f:2.3|. The reactants are ClC1=CC=C(CN2C(CN(CC2)CCO)C2=CC=CC=C2)C=C1 (1-(4'-chloro benzyl)-2-phenyl-4-(β-hydroxy ethyl) piperazine), S(=O)(Cl)Cl (thionyl chloride). Solvent: C(Cl)(Cl)Cl (chloroform), C(Cl)(Cl)Cl (chloroform). Product: Cl.ClC1=CC=C(CN2C(CN(CC2)CCCl)C2=CC=CC=C2)C=C1 (1-(4'-Chloro benzyl)-2-phenyl-4-(β-chloro ethyl) piperazine hydrochloride). RXN SMILES: [Cl:1][C:2]1[CH:23]=[CH:22][C:5]([CH2:6][N:7]2[CH2:12][CH2:11][N:10]([CH2:13][CH2:14]O)[CH2:9][CH:8]2[C:16]2[CH:21]=[CH:20][CH:19]=[CH:18][CH:17]=2)=[CH:4][CH:3]=1.S(Cl)([Cl:26])=O>C(Cl)(Cl)Cl>[ClH:1].[Cl:1][C:2]1[CH:23]=[CH:22][C:5]([CH2:6][N:7]2[CH2:12][CH2:11][N:10]([CH2:13][CH2:14][Cl:26])[CH2:9][CH:8]2[C:16]2[CH:21]=[CH:20][CH:19]=[CH:18][CH:17]=2)=[CH:4][CH:3]=1 |f:3.4|. Reported procedure: 24 g. of 1-(4'-chloro benzyl)-2-phenyl-4-(β-hydroxy ethyl) piperazine are dissolved in 150 cc. of chloroform and added drop by drop to a solution of 15 g. of thionyl chloride in 150 cc. of chloroform. The mixture is boiled under reflux for 5 hours and the solvent is removed in a vacuum by heating the mixture in a water bath. Excess of absolute ethanolic hydrochloric acid is added and the remaining acid is distilled off. The crystalline residue obtained is recrystallized from absolute ethanol. Me...